This data is from the Open Reaction Database (ORD), a public repository of structured organic reaction records. The task is: describe an organic reaction: reactants, conditions, products, and yield Reactants: NC(=O)N (Urea), FC(C(=O)O)(F)F (trifluoroacetic acid), N1=CC(=CC=2CCCNC12)C=1C=C(C=NC1)OC1CCN(CC1)C(C)=O (1-{4-[5-(5,6,7,8-Tetrahydro-[1,8]naphthyridin-3-yl)-pyridin-3-yloxy]-piperidin-1-yl}-ethanone). Run in C(Cl)Cl (DCM). Yields the product N1=CC(=CC=2CCCNC12)C=1C=C(C=NC1)OC1CCN(CC1)C(C)=O (1-{4-[5-(5,6,7,8-Tetrahydro-[1,8]naphthyridin-3-yl)-pyridin-3-yloxy]-piperidin-1-yl}-ethanone), C(C)(=O)N1CCC(CC1)OC=1C=C(C=NC1)C=1C=C2CCCN(C2=NC1)C(=O)N (6-[5-(1-Acetyl-piperidin-4-yloxy)-pyridin-3-yl]-3,4-dihydro-2H-[1,8]naphthyridine-1-carboxylic acid amide). As a reaction SMILES: FC(F)(F)C(O)=O.[N:8]1[C:17]2[NH:16][CH2:15][CH2:14][CH2:13][C:12]=2[CH:11]=[C:10]([C:18]2[CH:19]=[C:20]([O:24][CH:25]3[CH2:30][CH2:29][N:28]([C:31](=[O:33])[CH3:32])[CH2:27][CH2:26]3)[CH:21]=[N:22][CH:23]=2)[CH:9]=1.[NH2:34][C:35]([NH2:37])=[O:36]>C(Cl)Cl>[N:8]1[C:17]2[NH:16][CH2:15][CH2:14][CH2:13][C:12]=2[CH:11]=[C:10]([C:18]2[CH:19]=[C:20]([O:24][CH:25]3[CH2:30][CH2:29][N:28]([C:31](=[O:33])[CH3:32])[CH2:27][CH2:26]3)[CH:21]=[N:22][CH:23]=2)[CH:9]=1.[C:31]([N:28]1[CH2:29][CH2:30][CH:25]([O:24][C:20]2[CH:19]=[C:18]([C:10]3[CH:11]=[C:12]4[C:17](=[N:8][CH:9]=3)[N:34]([C:35]([NH2:37])=[O:36])[CH2:15][CH2:14][CH2:13]4)[CH:23]=[N:22][CH:21]=2)[CH2:26][CH2:27]1)(=[O:33])[CH3:32]. Reported procedure: 1-{4-[5-(5,6,7,8-Tetrahydro-[1,8]naphthyridin-3-yl)-pyridin-3-yloxy]-piperidin-1-yl}-ethanone is synthesized according to the procedure for Step 2 of Example 27 using 20% trifluoroacetic acid in DCM as the reagent. 1-{4-[5-(5,6,7,8-Tetrahydro-[1,8]naphthyridin-3-yl)-pyridin-3-yloxy]-piperidin-1-yl}-ethanone (200 mg, 0.57 mmol) is converted to 34 mg of the titled product according to the procedure of Urea Formation Method I.